Dataset: the Open Reaction Database (ORD), a public repository of structured organic reaction records. Task: describe an organic reaction: reactants, conditions, products, and yield Reactants: CC(C(=O)OC(C)(C)C)CC (tert-butyl 2-methylbutanoate), BrC1=C(C=CC(=C1)CBr)Cl (2-bromo-4-(bromomethyl)-1-chlorobenzene), C(C)(C)NC(C)C (diisopropylamine), C(CCC)[Li] (n-butyllithium), [Cl-].[NH4+] (ammonium chloride). Solvent: C1CCOC1 (THF), C1CCOC1 (THF), C1CCOC1 (THF), C(C)(=O)OCC (ethyl acetate). Reaction conditions: temperature -30 celsius, time 4 hour. Product: BrC=1C=C(CC(C(=O)OC(C)(C)C)(CC)C)C=CC1Cl ((+/−)-tert-butyl 2-(3-bromo-4-chlorobenzyl)-2-methylbutanoate). As a reaction SMILES: C(NC(C)C)(C)C.C([Li])CCC.[CH3:13][CH:14]([CH2:22][CH3:23])[C:15]([O:17][C:18]([CH3:21])([CH3:20])[CH3:19])=[O:16].[Br:24][C:25]1[CH:30]=[C:29]([CH2:31]Br)[CH:28]=[CH:27][C:26]=1[Cl:33].[Cl-].[NH4+]>C1COCC1.C(OCC)(=O)C>[Br:24][C:25]1[CH:30]=[C:29]([CH:28]=[CH:27][C:26]=1[Cl:33])[CH2:31][C:14]([CH3:13])([CH2:22][CH3:23])[C:15]([O:17][C:18]([CH3:20])([CH3:19])[CH3:21])=[O:16] |f:4.5|. Procedure details: Under argon, 5.8 ml (41.6 mmol) of diisopropylamine were dissolved in 50 ml of dry THF, and the mixture was cooled to −30° C. 16.6 ml (41.6 mmol) of n-butyllithium solution (2.5 M in hexane) were added dropwise, and the resulting mixture was warmed to 0° C. and then cooled to −70° C. A solution of 5.06 g (32.0 mmol) of tert-butyl 2-methylbutanoate in 20 ml of THF was added, the reaction temperature being kept below −60° C. After 4 h of stirring at −60° C., a solution of 10.0 g (35.2 mmol) of 2-b... Reactants: CI (methyl iodide), ClCCCCCCOC=1C=CC2=C(C(C(=CO2)O)=O)C1 (6-(6-chlorohexoxy)-3-hydroxy-4H-1-benzopyran-4-one), O1CCCC1 (tetrahydrofuran), [H-].[Na+] (sodium hydride). The solvent is O (water). Conditions: time 48 hour. Product: ClCCCCCCOC=1C=CC2=C(C(C(=CO2)OC)=O)C1 (6-(6- chlorohexoxy)-3-methoxy-4H-1-benzopyran-4-one). As a reaction SMILES: [Cl:1][CH2:2][CH2:3][CH2:4][CH2:5][CH2:6][CH2:7][O:8][C:9]1[CH:10]=[CH:11][C:12]2[O:17][CH:16]=[C:15]([OH:18])[C:14](=[O:19])[C:13]=2[CH:20]=1.O1CCC[CH2:22]1.[H-].[Na+].CI>O>[Cl:1][CH2:2][CH2:3][CH2:4][CH2:5][CH2:6][CH2:7][O:8][C:9]1[CH:10]=[CH:11][C:12]2[O:17][CH:16]=[C:15]([O:18][CH3:22])[C:14](=[O:19])[C:13]=2[CH:20]=1 |f:2.3|. Reported procedure: A mixture of 5'-(6-chlorohexoxy)-2'-hydroxyacetophenone (32 g) and benzaldehyde (12 g) was dissolved in 250 mL of ethanol. A solution of 24 g of sodium hydroxide dissolved in 40 mL of water was added. This mixture was allowed to stand at room temperature for 6 hours. A solution of 8 g of sodium hydroxide dissolved in 40 mL of water was added, the solution was cooled to 15°-20° C., and then 20 mL of hydrogen peroxide (30% solution) was added and the solution was allowed to warm to room temperatur... Starting materials: CC(C)(C)OC(=O)CNC1CCC(CNc2nc(NCc3ccccc3OC(F)(F)F)ncc2[N+](=O)[O-])CC1, ClCCl, O=C(O)C(F)(F)F. The product is O=C(O)CNC1CCC(CNc2nc(NCc3ccccc3OC(F)(F)F)ncc2[N+](=O)[O-])CC1. RXN SMILES: [C:1]([CH3:2])([CH3:3])([CH3:4])[O:5][C:6]([CH2:7][NH:8][CH:9]1[CH2:10][CH2:11][CH:12]([CH2:15][NH:16][c:17]2[n:18][c:19]([NH:26][CH2:27][c:28]3[c:29]([O:34][C:35]([F:36])([F:37])[F:38])[cH:30][cH:31][cH:32][cH:33]3)[n:20][cH:21][c:22]2[N+:23](=[O:24])[O-:25])[CH2:13][CH2:14]1)=[O:39].[Cl:47][CH2:48][Cl:49].[F:40][C:41]([F:42])([F:43])[C:44]([OH:45])=[O:46]>>[O:5]=[C:6]([CH2:7][NH:8][CH:9]1[CH2:10][CH2:11][CH:12]([CH2:15][NH:16][c:17]2[n:18][c:19]([NH:26][CH2:27][c:28]3[c:29]([O:34][C:35]([F:36])([F:37])[F:38])[cH:30][cH:31][cH:32][cH:33]3)[n:20][cH:21][c:22]2[N+:23](=[O:24])[O-:25])[CH2:13][CH2:14]1)[OH:39]. Starting materials: BrC1C(C2=CC=CC=C2C1)=O (2-bromo-1-indanone), Cl.CN1C=NC=C1CC(=S)N ((1-methyl-5-imidazolyl)thioacetamide hydrochloride). Yields the product CN1C=NC=C1CC=1SC2=C(N1)C=1C=CC=CC1C2 (2-[(1-Methyl-5-imidazolyl)methyl]-8H-indeno[1,2-d]thiazole). RXN SMILES: Br[CH:2]1[CH2:10][C:9]2[C:4](=[CH:5][CH:6]=[CH:7][CH:8]=2)[C:3]1=O.Cl.[CH3:13][N:14]1[C:18]([CH2:19][C:20]([NH2:22])=[S:21])=[CH:17][N:16]=[CH:15]1>>[CH3:13][N:14]1[C:18]([CH2:19][C:20]2[S:21][C:2]3[CH2:10][C:9]4[CH:8]=[CH:7][CH:6]=[CH:5][C:4]=4[C:3]=3[N:22]=2)=[CH:17][N:16]=[CH:15]1 |f:1.2|. Reported procedure: Starting compounds: 2-bromo-1-indanone, (1-methyl-5-imidazolyl)thioacetamide hydrochloride The reactants are NC1=CC(=C(C=C1[N+](=O)[O-])OC)F (4-amino-2-fluoro-5-nitroanisole), C(=C)C(=O)C (methyl vinyl ketone). Product: FC1=C2C(=CC=NC2=C(C=C1OC)[N+](=O)[O-])C (5-fluoro-6-methoxy-4-methyl-8-nitroquinoline). The yield is 32.0%. Reaction SMILES: [NH2:1][C:2]1[C:7]([N+:8]([O-:10])=[O:9])=[CH:6][C:5]([O:11][CH3:12])=[C:4]([F:13])[CH:3]=1.[CH:14]([C:16]([CH3:18])=O)=[CH2:15]>>[F:13][C:4]1[C:5]([O:11][CH3:12])=[CH:6][C:7]([N+:8]([O-:10])=[O:9])=[C:2]2[C:3]=1[C:16]([CH3:18])=[CH:14][CH:15]=[N:1]2. Procedure details: The intermediate 4-amino-2-fluoro-5-nitroanisole and methyl vinyl ketone were subjected to a Skraup reaction. A 32% yield of crude 5-fluoro-6-methoxy-4-methyl-8-nitroquinoline resulted. It was obtained in pure form by recrystallization from ethyl acetate. The recovery was 73% of product which melted 142°-144°. The reactants are CC(C)OC(=O)/N=N/C(=O)OC(C)C (Diisopropylazodicarboxylate), OC=1C=C(C=CC1OC)C1CNC(NC1)=O (tetrahydro-5-(3-hydroxy-4-methoxyphenyl)-2(1H)-pyrimidinone), C1(=CC=CC=C1)P(C1=CC=CC=C1)C1=CC=CC=C1 (triphenylphosphine), C1(=CC=CC=C1)CCCCO (4-phenyl-1-butanol). Run in O1CCCC1 (tetrahydrofuran), C(C)(=O)OCC (ethyl acetate). The product is C1(=CC=CC=C1)CCCCOC=1C=C(C=CC1OC)C1CNC(NC1)=O (Tetrahydro-5-[3-(4-phenylbutoxy)-4-methoxyphenyl]-2(1H)-pyrimidinone). Isolated yield 31.3%. As a reaction SMILES: CC(OC(/N=N/C(OC(C)C)=O)=O)C.[OH:15][C:16]1[CH:17]=[C:18]([CH:24]2[CH2:29][NH:28][C:27](=[O:30])[NH:26][CH2:25]2)[CH:19]=[CH:20][C:21]=1[O:22][CH3:23].C1(P(C2C=CC=CC=2)C2C=CC=CC=2)C=CC=CC=1.[C:50]1([CH2:56][CH2:57][CH2:58][CH2:59]O)[CH:55]=[CH:54][CH:53]=[CH:52][CH:51]=1>O1CCCC1.C(OCC)(=O)C>[C:50]1([CH2:56][CH2:57][CH2:58][CH2:59][O:15][C:16]2[CH:17]=[C:18]([CH:24]3[CH2:25][NH:26][C:27](=[O:30])[NH:28][CH2:29]3)[CH:19]=[CH:20][C:21]=2[O:22][CH3:23])[CH:55]=[CH:54][CH:53]=[CH:52][CH:51]=1. Reported procedure: Diisopropylazodicarboxylate (1.1 ml, 5.70 mmol, 1.2 eq) was added to a mixture of (1.06 g, 4.75 mmol, 1.0 eq) tetrahydro-5-(3-hydroxy-4-methoxyphenyl)-2(1H)-pyrimidinone, (1.37 g, 5.23 mmol, 1.1 eq) triphenylphosphine, and (714 mg, 4.75 mmol, 1.0 eq) 4-phenyl-1-butanol in 20 ml of anhydrous tetrahydrofuran. After heating to reflux for about 18 hours, the reaction mixture was cooled to room temperature, diluted with 350 ml ethyl acetate, washed twice with 1N NaOH, once with H2O, once with brine, ... Reactants: C(C)(C)OC(C)C (isopropyl ether), COC1=NC(=NC(=C1)OC)OC1=CC=C2C(C(=C(O2)C)C(N(C)C)=O)=C1C(=O)OCC=C (allyl 5-(4,6-dimethoxypyrimidin-2-yl)oxy-3-dimethylcarbamoyl-2-methylbenzofuran-4-carboxylate), C(=O)O (formic acid), tetrakistriphenylphosphine palladium (0). Run in O1CCCC1 (tetrahydrofuran). Run at temperature 50 celsius, time 3 hour. Product: COC1=NC(=NC(=C1)OC)OC1=CC=C2C(C(=C(O2)C)C(N(C)C)=O)=C1C(=O)O (5-(4,6-Dimethoxypyrimidin-2-yl)oxy-3-dimethylcarbamoyl-2-methylbenzofuran-4-carboxylic Acid). Isolated yield 80.1%. Reaction SMILES: [CH3:1][O:2][C:3]1[CH:8]=[C:7]([O:9][CH3:10])[N:6]=[C:5]([O:11][C:12]2[C:26]([C:27]([O:29]CC=C)=[O:28])=[C:16]3[C:17]([C:21](=[O:25])[N:22]([CH3:24])[CH3:23])=[C:18]([CH3:20])[O:19][C:15]3=[CH:14][CH:13]=2)[N:4]=1.C(O)=O.C(OC(C)C)(C)C>O1CCCC1>[CH3:10][O:9][C:7]1[CH:8]=[C:3]([O:2][CH3:1])[N:4]=[C:5]([O:11][C:12]2[C:26]([C:27]([OH:29])=[O:28])=[C:16]3[C:17]([C:21](=[O:25])[N:22]([CH3:23])[CH3:24])=[C:18]([CH3:20])[O:19][C:15]3=[CH:14][CH:13]=2)[N:6]=1. Procedure: 1.40 g of allyl 5-(4,6-dimethoxypyrimidin-2-yl)oxy-3-dimethylcarbamoyl-2-methylbenzofuran-4-carboxylate and 0.29 g of formic acid were dissolved in 12 ml of tetrahydrofuran, and 37 mg of tetrakistriphenylphosphine palladium (0) was added thereto under a nitrogen atmosphere. The mixture was heated and stirred at 50° C. for 3 hours. The mixture was returned to room temperature, and then isopropyl ether was added to the reaction solution. Precipitated crystals were collected by filtration to obtain... The reactants are [Br-], CCOC(=O)C(C)(C#N)CSC, CO, [K+], [Na+], [OH-]. Yields the product CSCC(C)(C#N)C(=O)O. Reaction SMILES: [Br-:15].[C:1](#[N:2])[C:3]([C:4](=[O:5])[O:6][CH2:7][CH3:8])([CH2:9][S:10][CH3:11])[CH3:12].[CH3:17][OH:18].[K+:16].[Na+:14].[OH-:13]>>[C:1](#[N:2])[C:3]([C:4](=[O:5])[OH:6])([CH2:9][S:10][CH3:11])[CH3:12]. Reactants: Cc1c(N=C=S)cc(F)c2c1ncn2C(=O)OC(C)(C)C, NCCN, ClCCl. The product is Cc1c(NC(=S)NCCN)cc(F)c2c1ncn2C(=O)OC(C)(C)C. RXN SMILES: [C:1]([CH3:2])([CH3:3])([CH3:4])[O:5][C:6](=[O:7])[n:8]1[cH:9][n:10][c:11]2[c:12]1[c:13]([F:21])[cH:14][c:15]([N:18]=[C:19]=[S:20])[c:16]2[CH3:17].[CH2:22]([CH2:23][NH2:24])[NH2:25].[CH2:26]([Cl:27])[Cl:28]>>[C:1]([CH3:2])([CH3:3])([CH3:4])[O:5][C:6](=[O:7])[n:8]1[cH:9][n:10][c:11]2[c:12]1[c:13]([F:21])[cH:14][c:15]([NH:18][C:19](=[S:20])[NH:24][CH2:23][CH2:22][NH2:25])[c:16]2[CH3:17].